From a dataset of the Open Reaction Database (ORD), a public repository of structured organic reaction records. describe an organic reaction: reactants, conditions, products, and yield Reactants: N (ammonia), C(C)(C)O (isopropyl alcohol), C(=O)O (formic acid), C(C1=CN=CC=C1)(=O)CC(=O)OC (Methyl nicotinoylacetate). Run in C1(=CC=CC=C1)C (toluene). Reaction conditions: temperature 65 celsius. The product is NC(=CC(=O)OC)C=1C=NC=CC1 (Methyl 3-Amino-3-(3-pyridyl)-2-propenoate). Reaction SMILES: [C:1]([CH2:9][C:10]([O:12][CH3:13])=[O:11])(=O)[C:2]1[CH:7]=[CH:6][CH:5]=[N:4][CH:3]=1.C(O)(C)C.C(O)=O.[NH3:21]>C1(C)C=CC=CC=1>[NH2:21][C:1]([C:2]1[CH:3]=[N:4][CH:5]=[CH:6][CH:7]=1)=[CH:9][C:10]([O:12][CH3:13])=[O:11]. Reported procedure: Methyl nicotinoylacetate (88 g, 0.5 mol) was dissolved in toluene (200 g), isopropyl alcohol (200 g), and formic acid (98-100%, 1.22 g, 0.03 mol) and heated to 60-65° C. Gaseous ammonia (23 g, 1.35 mol) was bubbled through the solution for 15 minutes. The white suspension was stirred at 65° C. until a homogeneous solution formed. The solution was stirred for two hours at 65° C. and then concentrated (ca. 200 g) at 65° C. The residue was cooled to −5° C. with stirring and methyl 3-amino-3-(3-pyri...